From a dataset of the Open Reaction Database (ORD), a public repository of structured organic reaction records. describe an organic reaction: reactants, conditions, products, and yield The reactants are CC1(OC(C(O1)=O)C(C(=O)O)CCCC)C (2-(2,2-dimethyl-4-oxo-1,3-dioxolan-5-yl)hexanoic acid), N1[C@@H](CCC1)C=1OC=CN1 (2-(S)-pyrrolidin-2-yl-oxazole). The product is O[C@H](C(=O)O)[C@@H](CCCC)C(=O)N1[C@@H](CCC1)C=1OC=CN1 ((S)-hydroxy-3 (R)-[2 (S)-oxazol-2-yl-pyrrolidine-1-carbonyl)-heptanoic acid). RXN SMILES: CC1(C)[O:6][C:5](=[O:7])[CH:4]([CH:8]([CH2:12][CH2:13][CH2:14][CH3:15])[C:9]([OH:11])=O)[O:3]1.[NH:17]1[CH2:21][CH2:20][CH2:19][C@H:18]1[C:22]1[O:23][CH:24]=[CH:25][N:26]=1>>[OH:3][C@@H:4]([C@H:8]([C:9]([N:17]1[CH2:21][CH2:20][CH2:19][C@H:18]1[C:22]1[O:23][CH:24]=[CH:25][N:26]=1)=[O:11])[CH2:12][CH2:13][CH2:14][CH3:15])[C:5]([OH:6])=[O:7]. Procedure: The title compound is prepared from 2-(2,2-dimethyl-4-oxo-1,3-dioxolan-5-yl)hexanoic acid B-5 and 2-(S)-pyrrolidin-2-yl-oxazole A-5 (synthesis is described in Procedure E) according to General Procedure B. Starting materials: CCO, NN, O, O=C1c2ccccc2C(=O)N1CCCCCCSc1nnc2ccccn12. Yields the product NCCCCCCSc1nnc2ccccn12. RXN SMILES: [CH3:31][CH2:32][OH:33].[NH2:29][NH2:30].[OH2:28].[n:1]1[n:2][c:3]([S:10][CH2:11][CH2:12][CH2:13][CH2:14][CH2:15][CH2:16][N:17]2[C:18](=[O:19])[c:20]3[cH:21][cH:22][cH:23][cH:24][c:25]3[C:26]2=[O:27])[n:4]2[c:5]1[cH:6][cH:7][cH:8][cH:9]2>>[n:1]1[n:2][c:3]([S:10][CH2:11][CH2:12][CH2:13][CH2:14][CH2:15][CH2:16][NH2:17])[n:4]2[c:5]1[cH:6][cH:7][cH:8][cH:9]2. Reported procedure: 4-Diphenylmethoxypyridine-1-oxide (5.0 g; 0.018 m) was hydrogenated in ethanol (100 ml) at a pressure of 2 atmospheres using 5 g, of freshly alcohol washed Crosfield Raney nickel. After two hours at room temperature the mixture was filtered, and the solvent removed, leaving an oil that crystallised from petrol (60-80) to give 3.05 g of 4-diphenylmethoxypyridine as white crystals, m.pt. 68°-70° C. The yield is 64.7%. The reactants are C1(=CC=CC=C1)C(OC1=CC=[N+](C=C1)[O-])C1=CC=CC=C1 (4-Diphenylmethoxypyridine-1-oxide), alcohol. As a reaction SMILES: [C:1]1([CH:7]([C:16]2[CH:21]=[CH:20][CH:19]=[CH:18][CH:17]=2)[O:8][C:9]2[CH:14]=[CH:13][N+:12]([O-])=[CH:11][CH:10]=2)[CH:6]=[CH:5][CH:4]=[CH:3][CH:2]=1>C(O)C.[Ni]>[C:16]1([CH:7]([C:1]2[CH:2]=[CH:3][CH:4]=[CH:5][CH:6]=2)[O:8][C:9]2[CH:14]=[CH:13][N:12]=[CH:11][CH:10]=2)[CH:17]=[CH:18][CH:19]=[CH:20][CH:21]=1. Reagents/catalysts: [Ni] (Raney nickel). The product is C1(=CC=CC=C1)C(OC1=CC=NC=C1)C1=CC=CC=C1 (4-diphenylmethoxypyridine). Solvent: C(C)O (ethanol). Reactants: CC(C)(C)[Si](Cl)(c1ccccc1)c1ccccc1, C=CCC1CCCC(O)C1, Cc1ccnc(N)c1C, CN(C)C=O, COC(C)(C)C, c1c[nH]cn1. Yields the product C=CCC1CCCC(O[Si](c2ccccc2)(c2ccccc2)C(C)(C)C)C1. Reaction SMILES: [C:11]([CH3:12])([CH3:13])([CH3:14])[Si:15]([c:16]1[cH:17][cH:18][cH:19][cH:20][cH:21]1)([c:22]1[cH:23][cH:24][cH:25][cH:26][cH:27]1)[Cl:28].[CH2:1]([CH:2]=[CH2:3])[CH:4]1[CH2:5][CH:6]([OH:10])[CH2:7][CH2:8][CH2:9]1.[CH3:34][c:35]1[cH:36][cH:37][n:38][c:39]([NH2:40])[c:41]1[CH3:42].[CH3:43][N:44]([CH3:45])[CH:46]=[O:47].[CH3:48][O:49][C:50]([CH3:51])([CH3:52])[CH3:53].[nH:29]1[cH:30][cH:31][n:32][cH:33]1>>[CH2:1]([CH:2]=[CH2:3])[CH:4]1[CH2:5][CH:6]([O:10][Si:15]([C:11]([CH3:12])([CH3:13])[CH3:14])([c:16]2[cH:17][cH:18][cH:19][cH:20][cH:21]2)[c:22]2[cH:23][cH:24][cH:25][cH:26][cH:27]2)[CH2:7][CH2:8][CH2:9]1. Starting materials: Cl (hydrochloric acid), IC1=CC=CC=C1 (iodobenzene), IC1=CC=C(C=C1)S(=O)(=O)O (4-iodobenzenesulfonic acid), ClS(=O)(=O)O (chlorosulfonic acid), IC1=CC=CC=C1 (iodobenzene). Run in O (water). Conditions: time 1 hour. Product: C1=CC(=CC=C1S(=O)(=O)C2=CC=C(C=C2)I)I (4,4'-diiododiphenylsulfone). The yield is 26.2%. Reaction SMILES: [I:1][C:2]1[CH:7]=[CH:6][CH:5]=[CH:4][CH:3]=1.[I:8][C:9]1[CH:14]=[CH:13][C:12]([S:15](O)(=[O:17])=[O:16])=[CH:11][CH:10]=1.ClS(O)(=O)=O.Cl>O>[CH:11]1[C:12]([S:15]([C:5]2[CH:6]=[CH:7][C:2]([I:1])=[CH:3][CH:4]=2)(=[O:17])=[O:16])=[CH:13][CH:14]=[C:9]([I:8])[CH:10]=1. Procedure: To 204 g (1 mole) of iodobenzene was added 312 g (1.1 moles) of 4-iodobenzenesulfonic acid and the mixture was cooled with water while 123 g of (1.1 moles) of chlorosulfonic acid was added thereto at about 10° to about 20° C. over a period of 1 hour. After the addition, the reaction system was stirred for 3 hours while being maintained at 20° to 30° C. The hydrochloric acid gas evolved during the reaction was continuously removed from the reaction system. After the completion of the reaction, ab... Reactants: CC(C)(C)[Si](C)(C)Cl, Oc1cc(F)cc2[nH]ncc12, [H-], [Na+], C1CCOC1. The product is CC(C)(C)[Si](C)(C)Oc1cc(F)cc2[nH]ncc12. RXN SMILES: [C:14]([CH3:15])([CH3:16])([CH3:17])[Si:18]([CH3:19])([CH3:20])[Cl:21].[F:1][c:2]1[cH:3][c:4]([OH:11])[c:5]2[cH:6][n:7][nH:8][c:9]2[cH:10]1.[H-:12].[Na+:13].[O:22]1[CH2:23][CH2:24][CH2:25][CH2:26]1>>[F:1][c:2]1[cH:3][c:4]([O:11][Si:18]([C:14]([CH3:15])([CH3:16])[CH3:17])([CH3:19])[CH3:20])[c:5]2[cH:6][n:7][nH:8][c:9]2[cH:10]1. Reported procedure: In a 100 ml round bottom flask equipped with an argon line was placed Nu-Phe-HPhe-CH2-Br (300 mg, 0.582 mmol), potassium fluoride (150 mg, 2.4 mmol), and potassium carbonate (150 mg, 1.2 mmol), and 8 ml of 200 proof ethanol. The reaction was stirred 3 hours, filtered and the solvents were removed under vacuum and the residue chromatographed on a short silica gel column (CHCl3:MLEOH 95:5) and then recrystallized from ether. Starting materials: N[C@@H](CC1=CC=CC=C1)C(=O)N[C@@H](CCC1=CC=CC=C1)C(=O)CBr (Phe-HPhe-CH2-Br), 200, C(C)O (ethanol), [F-].[K+] (potassium fluoride), C([O-])([O-])=O.[K+].[K+] (potassium carbonate). Reaction SMILES: [NH2:1][C@H:2]([C:10]([NH:12][C@H:13]([C:22]([CH2:24]Br)=[O:23])[CH2:14][CH2:15][C:16]1[CH:21]=[CH:20][CH:19]=[CH:18][CH:17]=1)=[O:11])[CH2:3][C:4]1[CH:9]=[CH:8][CH:7]=[CH:6][CH:5]=1.[F-].[K+].C(=O)([O-])[O-].[K+].[K+].[CH2:34]([OH:36])[CH3:35]>>[NH2:1][C@H:2]([C:10]([NH:12][C@H:13]([C:22]([CH2:24][O:36][CH2:34][CH3:35])=[O:23])[CH2:14][CH2:15][C:16]1[CH:21]=[CH:20][CH:19]=[CH:18][CH:17]=1)=[O:11])[CH2:3][C:4]1[CH:9]=[CH:8][CH:7]=[CH:6][CH:5]=1 |f:1.2,3.4.5|. The product is N[C@@H](CC1=CC=CC=C1)C(=O)N[C@@H](CCC1=CC=CC=C1)C(=O)COCC (Phe-HPhe-CH2-O-CH2CH3). Reaction conditions: time 3 hour.